This data is from the Open Reaction Database (ORD), a public repository of structured organic reaction records. The task is: describe an organic reaction: reactants, conditions, products, and yield The reactants are BrBr, ClC(Cl)(Cl)Cl, ClC(Cl)Cl, CSc1ccc(CC(=O)c2ccccc2)cc1. The product is CSc1ccc(C(Br)C(=O)c2ccccc2)cc1. As a reaction SMILES: [Br:18][Br:19].[Cl:20][C:21]([Cl:22])([Cl:23])[Cl:24].[Cl:25][CH:26]([Cl:27])[Cl:28].[c:1]1([C:7]([CH2:8][c:9]2[cH:10][cH:11][c:12]([S:15][CH3:16])[cH:13][cH:14]2)=[O:17])[cH:2][cH:3][cH:4][cH:5][cH:6]1>>[c:1]1([C:7]([CH:8]([c:9]2[cH:10][cH:11][c:12]([S:15][CH3:16])[cH:13][cH:14]2)[Br:18])=[O:17])[cH:2][cH:3][cH:4][cH:5][cH:6]1.